From a dataset of the Open Reaction Database (ORD), a public repository of structured organic reaction records. describe an organic reaction: reactants, conditions, products, and yield Reactants: ClCCl, COc1cc2c(Cl)ccnc2cc1O, CCOC(=O)N=NC(=O)OCC, c1ccc(P(c2ccccc2)c2ccccc2)cc1, OCCCc1cccnc1. The product is COc1cc2c(Cl)ccnc2cc1OCCCc1cccnc1. As a reaction SMILES: [CH2:56]([Cl:57])[Cl:58].[Cl:32][c:33]1[cH:34][cH:35][n:36][c:37]2[cH:38][c:39]([OH:45])[c:40]([O:43][CH3:44])[cH:41][c:42]12.[O:1]=[C:2]([O:3][CH2:4][CH3:5])[N:6]=[N:7][C:8]([O:9][CH2:10][CH3:11])=[O:12].[c:13]1([P:14]([c:15]2[cH:16][cH:17][cH:18][cH:19][cH:20]2)[c:21]2[cH:22][cH:23][cH:24][cH:25][cH:26]2)[cH:27][cH:28][cH:29][cH:30][cH:31]1.[n:46]1[cH:47][c:48]([CH2:52][CH2:53][CH2:54][OH:55])[cH:49][cH:50][cH:51]1>>[Cl:32][c:33]1[cH:34][cH:35][n:36][c:37]2[cH:38][c:39]([O:45][CH2:54][CH2:53][CH2:52][c:48]3[cH:47][n:46][cH:51][cH:50][cH:49]3)[c:40]([O:43][CH3:44])[cH:41][c:42]12. The reactants are CCCc1nc(C)c2c(=O)[nH]c(-c3cc(S(=O)(=O)Cl)c(OC)cc3OCC)nn12, CN(C)c1ccccn1, CN1CCNCC1, ClCCl. Product: CCCc1nc(C)c2c(=O)[nH]c(-c3cc(S(=O)(=O)N4CCN(C)CC4)c(OC)cc3OCC)nn12. RXN SMILES: [CH2:1]([CH3:2])[O:3][c:4]1[cH:5][c:6]([O:28][CH3:29])[c:7]([S:24](=[O:25])(=[O:26])[Cl:27])[cH:8][c:9]1-[c:10]1[n:11][n:12]2[c:13]([c:14](=[O:16])[nH:15]1)[c:17]([CH3:23])[n:18][c:19]2[CH2:20][CH2:21][CH3:22].[CH3:30][N:31]([c:32]1[cH:33][cH:34][cH:35][cH:36][n:37]1)[CH3:38].[CH3:39][N:40]1[CH2:41][CH2:42][NH:43][CH2:44][CH2:45]1.[Cl:46][CH2:47][Cl:48]>>[CH2:1]([CH3:2])[O:3][c:4]1[cH:5][c:6]([O:28][CH3:29])[c:7]([S:24](=[O:25])(=[O:26])[N:43]2[CH2:42][CH2:41][N:40]([CH3:39])[CH2:45][CH2:44]2)[cH:8][c:9]1-[c:10]1[n:11][n:12]2[c:13]([c:14](=[O:16])[nH:15]1)[c:17]([CH3:23])[n:18][c:19]2[CH2:20][CH2:21][CH3:22]. The reactants are BrC1=CC(=C(C=C1F)N1C(C=NC2=CC(=CC=C12)S(=O)(=O)NC1=NOC=C1)=O)OC (1-(4-bromo-5-fluoro-2-methoxyphenyl)-N-(isoxazol-3-yl)-2-oxo-1,2-dihydroquinoxaline-6-sulfonamide), FC1=CC=C(C=C1)B(O)O ((4-fluorophenyl)boronic acid), P(=O)([O-])([O-])[O-].[K+].[K+].[K+] (potassium phosphate). Reagents/catalysts: C(C)(C)(C)C=1C(=C(C=CC1NC)[Pd]Cl)C(C)(C)C ((di-t-butyl-p-methylaminophenyl]palladium(ii) chloride). Reaction conditions: temperature 80 celsius. Yields the product FC1=C(C=C(C(=C1)N1C(C=NC2=CC(=CC=C12)S(=O)(=O)NC1=NOC=C1)=O)OC)C1=CC=C(C=C1)F (1-(2,4′-difluoro-5-methoxy-4-biphenylyl)-N-3-isoxazolyl-2-oxo-1,2-dihydro-6-quinoxalinesulfonamide). The yield is 51.5%. Reaction SMILES: Br[C:2]1[C:7]([F:8])=[CH:6][C:5]([N:9]2[C:18]3[C:13](=[CH:14][C:15]([S:19]([NH:22][C:23]4[CH:27]=[CH:26][O:25][N:24]=4)(=[O:21])=[O:20])=[CH:16][CH:17]=3)[N:12]=[CH:11][C:10]2=[O:28])=[C:4]([O:29][CH3:30])[CH:3]=1.[F:31][C:32]1[CH:37]=[CH:36][C:35](B(O)O)=[CH:34][CH:33]=1.P([O-])([O-])([O-])=O.[K+].[K+].[K+]>C(C1C(C(C)(C)C)=C([Pd]Cl)C=CC=1NC)(C)(C)C>[F:8][C:7]1[CH:6]=[C:5]([N:9]2[C:18]3[C:13](=[CH:14][C:15]([S:19]([NH:22][C:23]4[CH:27]=[CH:26][O:25][N:24]=4)(=[O:21])=[O:20])=[CH:16][CH:17]=3)[N:12]=[CH:11][C:10]2=[O:28])[C:4]([O:29][CH3:30])=[CH:3][C:2]=1[C:35]1[CH:36]=[CH:37][C:32]([F:31])=[CH:33][CH:34]=1 |f:2.3.4.5|. Procedure: A vial was charged with 1-(4-bromo-5-fluoro-2-methoxyphenyl)-N-(isoxazol-3-yl)-2-oxo-1,2-dihydroquinoxaline-6-sulfonamide (201.5 mg, 0.407 mmol), (4-fluorophenyl)boronic acid (114 mg, 0.814 mmol), 1,1-bis[(di-t-butyl-p-methylaminophenyl]palladium(ii) chloride (28.8 mg, 0.041 mmol), and potassium phosphate (259 mg, 1.221 mmol). The vial was flushed with Ar (g), then 1,4-dioxane (1627 μl) and water (407 μl) were added. The vial was sealed and heated to 80° C. for 30 min. The mixture was cooled, th... Reactants: BrC=1C(=NC(=NC1)N)NC1CCCC1 (5-Bromo-N4-cyclopentylpyrimidine-2,4-diamine), ClC=1C=NC=CC1B(O)O (3-chloropyridine-4-boronic acid), C([O-])([O-])=O.[Na+].[Na+] (sodium carbonate). Reagents/catalysts: Cl[Pd]([P](C1=CC=CC=C1)(C2=CC=CC=C2)C3=CC=CC=C3)([P](C4=CC=CC=C4)(C5=CC=CC=C5)C6=CC=CC=C6)Cl (trans-dichlorobis(triphenylphosphine)-palladium(II)). Solvent: O1CCOCC1 (dioxane). Reaction conditions: temperature 120 celsius. The product is ClC=1C=NC=CC1C=1C(=NC(=NC1)N)NC1CCCC1 (5-(3-Chloropyridin-4-yl)-N4-cyclopentylpyrimidine-2,4-diamine). Yield: 79.7%. Reaction SMILES: Br[C:2]1[C:3]([NH:9][CH:10]2[CH2:14][CH2:13][CH2:12][CH2:11]2)=[N:4][C:5]([NH2:8])=[N:6][CH:7]=1.[Cl:15][C:16]1[CH:17]=[N:18][CH:19]=[CH:20][C:21]=1B(O)O.C(=O)([O-])[O-].[Na+].[Na+]>O1CCOCC1.Cl[Pd](Cl)([P](C1C=CC=CC=1)(C1C=CC=CC=1)C1C=CC=CC=1)[P](C1C=CC=CC=1)(C1C=CC=CC=1)C1C=CC=CC=1>[Cl:15][C:16]1[CH:17]=[N:18][CH:19]=[CH:20][C:21]=1[C:2]1[C:3]([NH:9][CH:10]2[CH2:14][CH2:13][CH2:12][CH2:11]2)=[N:4][C:5]([NH2:8])=[N:6][CH:7]=1 |f:2.3.4,^1:39,58|. Reported procedure: To a solution of 2 (2.57 g, 10.0 mmol) in dioxane (75 mL) were added 3-chloropyridine-4-boronic acid (4.72 g, 10.0 mmol), trans-dichlorobis(triphenylphosphine)-palladium(II) (702 mg, 1.0 mmol), and sodium carbonate (3.82 g, 36 mmol, in 36 mL of water). The mixture thus obtained was purged with N2 for 10 min and heated at 120° C. in a sealed tube for 22 h. The reaction mixture was diluted with water and the product was extracted with chloroform. The organic layers were dried (MgSO4) and concentra... The reactants are FC(C(C(C(F)(F)F)(F)F)(F)F)(S(=O)(=O)F)F (perfluoro-1-butanesulfonyl fluoride), COC1=CC=C2C=CC(=C(C2=C1)C1=NN=C(C2=CC=CC=C12)O[C@H](C)C1=CC=CC=C1)O (7-methoxy-1-[4-((R)-1-phenyl-ethoxy)-phthalazin-1-yl]-naphthalen-2-ol), C(C)(C)N(CC)C(C)C (diisopropylethylamine), N,N-dimethylaminopyridine. Run in ClCCl (dichloromethane). Yield: 83.3%. As a reaction SMILES: [CH3:1][O:2][C:3]1[CH:12]=[C:11]2[C:6]([CH:7]=[CH:8][C:9]([OH:32])=[C:10]2[C:13]2[C:22]3[C:17](=[CH:18][CH:19]=[CH:20][CH:21]=3)[C:16]([O:23][C@@H:24]([C:26]3[CH:31]=[CH:30][CH:29]=[CH:28][CH:27]=3)[CH3:25])=[N:15][N:14]=2)=[CH:5][CH:4]=1.C(N(C(C)C)CC)(C)C.[F:42][C:43]([F:58])([S:54](F)(=[O:56])=[O:55])[C:44]([F:53])([F:52])[C:45]([F:51])([F:50])[C:46]([F:49])([F:48])[F:47]>ClCCl>[CH3:1][O:2][C:3]1[CH:12]=[C:11]2[C:6]([CH:7]=[CH:8][C:9]([O:32][S:54]([C:43]([F:42])([F:58])[C:44]([F:52])([F:53])[C:45]([F:50])([F:51])[C:46]([F:49])([F:48])[F:47])(=[O:56])=[O:55])=[C:10]2[C:13]2[C:22]3[C:17](=[CH:18][CH:19]=[CH:20][CH:21]=3)[C:16]([O:23][C@@H:24]([C:26]3[CH:31]=[CH:30][CH:29]=[CH:28][CH:27]=3)[CH3:25])=[N:15][N:14]=2)=[CH:5][CH:4]=1. Conditions: temperature 23 celsius, time 19 hour. Procedure: A solution of 7-methoxy-1-[4-((R)-1-phenyl-ethoxy)-phthalazin-1-yl]-naphthalen-2-ol (1.0 g, 2.4 mmol) in diisopropylethylamine (0.94 ml, 7.1 mmol) and dichloromethane (35 ml) was treated with N,N-dimethylaminopyridine (DMAP, 50 mg, 0.41 mmol) at 0° C. Then perfluoro-1-butanesulfonyl fluoride (0.51 ml, 2.8 mmol) was added dropwise and the resulting solution was stirred for 19 hrs at 23° C. The resulting solution was quenched with sat. aqueous ammonium chloride solution. The organic layer was sepa... Product: COC1=CC=C2C=CC(=C(C2=C1)C1=NN=C(C2=CC=CC=C12)O[C@H](C)C1=CC=CC=C1)OS(=O)(=O)C(C(C(C(F)(F)F)(F)F)(F)F)(F)F (Perfluoro-1-butanesulfonic acid 7-methoxy-1-[4-((R)-1-phenyl-ethoxy)-phthalazin-1-yl)-naphthalen-2-yl ester). Starting materials: C(C)(C)(C)OC(=O)N1N=C(C2=CC(=CC=C12)NC(=O)C1CN(CC1)CC(N1CCN(CC1)C1=CC=C(C=C1)C1=NC=CC=N1)=O)NC(C)=O (3-Acetylamino-5-[(1-{2-oxo-2-[4-(4-pyrimidin-2-yl-phenyl)-piperazin-1-yl]-ethyl}-pyrrolidine-3-carbonyl)-amino]-indazole-1-carboxylic acid tert-butyl ester), C(=O)(C(F)(F)F)O (TFA). Solvent: C(Cl)Cl (CH2Cl2). Conditions: time 17 hour. Yields the product C(C)(=O)NC1=NNC2=CC=C(C=C12)NC(=O)C1CN(CC1)CC(N1CCN(CC1)C1=CC=C(C=C1)C1=NC=CC=N1)=O (1-{2-Oxo-2-[4-(4-pyrimidin-2-yl-phenyl)-piperazin-1-yl]-ethyl}-pyrrolidine-3-carboxylic acid (3-acetylamino-1H-indazol-5-yl)-amide). The yield is 35.8%. As a reaction SMILES: C(OC([N:8]1[C:16]2[C:11](=[CH:12][C:13]([NH:17][C:18]([CH:20]3[CH2:24][CH2:23][N:22]([CH2:25][C:26](=[O:45])[N:27]4[CH2:32][CH2:31][N:30]([C:33]5[CH:38]=[CH:37][C:36]([C:39]6[N:44]=[CH:43][CH:42]=[CH:41][N:40]=6)=[CH:35][CH:34]=5)[CH2:29][CH2:28]4)[CH2:21]3)=[O:19])=[CH:14][CH:15]=2)[C:10]([NH:46][C:47](=[O:49])[CH3:48])=[N:9]1)=O)(C)(C)C.C(O)(C(F)(F)F)=O>C(Cl)Cl>[C:47]([NH:46][C:10]1[C:11]2[C:16](=[CH:15][CH:14]=[C:13]([NH:17][C:18]([CH:20]3[CH2:24][CH2:23][N:22]([CH2:25][C:26](=[O:45])[N:27]4[CH2:28][CH2:29][N:30]([C:33]5[CH:38]=[CH:37][C:36]([C:39]6[N:44]=[CH:43][CH:42]=[CH:41][N:40]=6)=[CH:35][CH:34]=5)[CH2:31][CH2:32]4)[CH2:21]3)=[O:19])[CH:12]=2)[NH:8][N:9]=1)(=[O:49])[CH3:48]. Procedure: To a solution of 37 from Step 2 (20 mg, 0.03 mmol) 37 in CH2Cl2 (2 mL) was added TFA (2 mL) at rt. The crude was stirred at rt for 17 hrs. The crude was quenched with sat. NaHCO3 at rt. The crude was partitioned between EtOAc and H2O. The organic layer was washed with H2O, brine, dried over MgSO4, filtered, and evaporated. The crude was chromatographed to give 6.1 mg of the product. The reactants are NC1=NNC=C1 (3-aminopyrazole), O\C=C\1/C(NC2=CC=CC=C12)=O (Z-3-[(hydroxy)-methylene]-1,3-dihydro-indol-2-one), BrC=1C(=NOC1C)N (4-bromo-5-methyl-isoxazol-3-ylamine). Run in O1CCCC1 (tetrahydrofuran). The product is BrC=1C(=NOC1C)NC=C1C(NC2=CC=CC=C12)=O (3-[(4-Bromo-5-methyl-isoxazol-3-ylamino)-methylene]-1,3-dihydro-indol-2-one). Reaction SMILES: NC1C=CNN=1.O/[CH:8]=[C:9]1\[C:10](=[O:18])[NH:11][C:12]2[C:17]\1=[CH:16][CH:15]=[CH:14][CH:13]=2.[Br:19][C:20]1[C:21]([NH2:26])=[N:22][O:23][C:24]=1[CH3:25]>O1CCCC1>[Br:19][C:20]1[C:21]([NH:26][CH:8]=[C:9]2[C:17]3[C:12](=[CH:13][CH:14]=[CH:15][CH:16]=3)[NH:11][C:10]2=[O:18])=[N:22][O:23][C:24]=1[CH3:25]. Procedure details: The named compound is prepared by substituting 4-bromo-5-methyl-isoxazol-3-ylamine for 3-aminopyrazole in the reaction of Example 1. Specifically, E & Z-3-[(hydroxy)-methylene]-1,3-dihydro-indol-2-one (0.100 gms.) is reacted with 0.2211 gms. 4-bromo-5-methyl-isoxazol-3-ylamine by refluxing in tetrahydrofuran (2.7 mL). The reactants are C(C)(C)(C)OC(C1=C(C=C(C(=C1)Br)NC(=O)N1[C@@H](CC(C=C1)=O)C1=CC=C(C=C1)F)OC)=O ((S)-5-Bromo-4-{[2-(4-fluoro-phenyl)-4-oxo-3,4-dihydro-2H-pyridine-1-carbonyl]-amino}-2-methoxy-benzoic acid tert-butyl ester), FC(C(=O)O)(F)F (trifluoroacetic acid), P(=O)([O-])([O-])[O-] (Phosphate). The solvent is ClCCl (dichloromethane). Yields the product BrC=1C(=CC(=C(C(=O)O)C1)OC)NC(=O)N1[C@@H](CC(C=C1)=O)C1=CC=C(C=C1)F ((S)-5-bromo-4-{[2-(4-fluoro-phenyl)-4-oxo-3,4-dihydro-2H-pyridine-1-carbonyl]-amino}-2-methoxy-benzoic acid). The yield is 71.2%. Reaction SMILES: C([O:5][C:6](=[O:33])[C:7]1[CH:12]=[C:11]([Br:13])[C:10]([NH:14][C:15]([N:17]2[CH:22]=[CH:21][C:20](=[O:23])[CH2:19][C@H:18]2[C:24]2[CH:29]=[CH:28][C:27]([F:30])=[CH:26][CH:25]=2)=[O:16])=[CH:9][C:8]=1[O:31][CH3:32])(C)(C)C.FC(F)(F)C(O)=O.P([O-])([O-])([O-])=O>ClCCl>[Br:13][C:11]1[C:10]([NH:14][C:15]([N:17]2[CH:22]=[CH:21][C:20](=[O:23])[CH2:19][C@H:18]2[C:24]2[CH:25]=[CH:26][C:27]([F:30])=[CH:28][CH:29]=2)=[O:16])=[CH:9][C:8]([O:31][CH3:32])=[C:7]([CH:12]=1)[C:6]([OH:33])=[O:5]. Reported procedure: (S)-5-Bromo-4-{[2-(4-fluoro-phenyl)-4-oxo-3,4-dihydro-2H-pyridine-1-carbonyl]-amino}-2-methoxy-benzoic acid tert-butyl ester (170 mg) was stirred in 10 ml dichloromethane with 0.1 ml trifluoroacetic acid for 5 hours. Phosphate buffer (pH 7) was added, the layers separated, and the dichloromethane removed in vacuo. The residue was dissolved in acetone and recrystallized by slow addition of water. The crystals were filtered and dried to give 108 mg of (S)-5-bromo-4-{[2-(4-fluoro-phenyl)-4-oxo-3,4-...